From a dataset of the Open Reaction Database (ORD), a public repository of structured organic reaction records. describe an organic reaction: reactants, conditions, products, and yield The reactants are CC(=O)c1csc(-c2ccc(C)c(C)c2)c1O, CC(C)NC(=O)c1ccc(C(=O)NN)s1. Yields the product CC(=NNC(=O)c1ccc(C(=O)NC(C)C)s1)c1csc(-c2ccc(C)c(C)c2)c1O. As a reaction SMILES: [CH3:1][c:2]1[cH:3][c:4](-[c:9]2[s:10][cH:11][c:12]([C:15](=[O:16])[CH3:17])[c:13]2[OH:14])[cH:5][cH:6][c:7]1[CH3:8].[CH:18]([CH3:19])([CH3:20])[NH:21][C:22](=[O:23])[c:24]1[s:25][c:26]([C:29](=[O:30])[NH:31][NH2:32])[cH:27][cH:28]1>>[CH3:1][c:2]1[cH:3][c:4](-[c:9]2[s:10][cH:11][c:12]([C:15]([CH3:17])=[N:32][NH:31][C:29]([c:26]3[s:25][c:24]([C:22]([NH:21][CH:18]([CH3:19])[CH3:20])=[O:23])[cH:28][cH:27]3)=[O:30])[c:13]2[OH:14])[cH:5][cH:6][c:7]1[CH3:8].